describe an organic reaction: reactants, conditions, products, and yield From a dataset of the Open Reaction Database (ORD), a public repository of structured organic reaction records. Reactants: COS(=O)(=O)OC, CO, [Na], Oc1cc2ccccn2n1. Yields the product COc1cc2ccccn2n1. Reaction SMILES: [CH3:12][O:13][S:14]([O:15][CH3:16])(=[O:17])=[O:18].[CH3:19][OH:20].[Na:1].[OH:2][c:3]1[n:4][n:5]2[c:6]([cH:7][cH:8][cH:9][cH:10]2)[cH:11]1>>[O:2]([c:3]1[n:4][n:5]2[c:6]([cH:7][cH:8][cH:9][cH:10]2)[cH:11]1)[CH3:12].